This data is from the Open Reaction Database (ORD), a public repository of structured organic reaction records. The task is: describe an organic reaction: reactants, conditions, products, and yield The reactants are C1(=CC=CC=C1)/C=C/CCCCC#CC(C)=O ((E)-10-Phenyldec-9-en-3-yn-2-one). The solvent is ClC1=C(C=CC=C1)Cl (o-dichlorobenzene). Conditions: temperature 300 celsius, time 50 minute. The product is C1CCCC2=CC3=CC=CC=C3C(=C12)C(C)=O (1-(1,2,3,4-Tetrahydroanthracen-9-yl)ethanone). As a reaction SMILES: [C:1]1(/[CH:7]=[CH:8]/[CH2:9][CH2:10][CH2:11][CH2:12][C:13]#[C:14][C:15](=[O:17])[CH3:16])[CH:6]=[CH:5][CH:4]=[CH:3][CH:2]=1>ClC1C=CC=CC=1Cl>[CH2:5]1[C:6]2[C:1](=[CH:7][C:8]3[C:13]([C:14]=2[C:15](=[O:17])[CH3:16])=[CH:12][CH:11]=[CH:10][CH:9]=3)[CH2:2][CH2:3][CH2:4]1. Procedure: To a 10 mL microwave irradiation vial equipped with a stir bar was added enyne 5l (0.042 g, 0.19 mmol) in o-dichlorobenzene (3.1 mL). The reaction was irradiated with stirring at 300° C. for 50 min in an Anton Parr Monowave 300 microwave reactor until complete by TLC. The reaction turned light brown in color. The reaction was then transferred to a vial and concentrated under high vacuum to yield naphthalene 6l as a brown oil (0.044 g, quant.). Yields the product ClC=1C=C2C(=C(NC2=CC1)C(=O)C1=NC=CC(=C1)C)CC(=O)O ([5-Chloro-2-(4-methylpyridine-2-carbonyl)-1H-indol-3-yl]acetic Acid). Reactants: ClC=1C=CC(=C(/C=C/C(=O)OC)C1)NS(=O)(=O)C1=CC=CC=C1 (methyl trans-5-chloro-2-(phenylsulfonylamino)cinnamate), Br.BrCC(=O)C1=NC=CC(=C1)C (2-bromoacetyl-4-methylpyridine hydrobromide). Reported procedure: The title compound was prepared according to the procedure described in step 2 of Example 8 (Method A) from methyl trans-5-chloro-2-(phenylsulfonylamino)cinnamate (step 3) and 2-bromoacetyl-4-methylpyridine hydrobromide (F. H. Case et al., J. Am. Chem. Soc., 1956, 78, 5842). Reaction SMILES: [Cl:1][C:2]1[CH:3]=[CH:4][C:5]([NH:14]S(C2C=CC=CC=2)(=O)=O)=[C:6]([CH:13]=1)/[CH:7]=[CH:8]/[C:9]([O:11]C)=[O:10].Br.Br[CH2:26][C:27]([C:29]1[CH:34]=[C:33]([CH3:35])[CH:32]=[CH:31][N:30]=1)=[O:28]>>[Cl:1][C:2]1[CH:13]=[C:6]2[C:5](=[CH:4][CH:3]=1)[NH:14][C:26]([C:27]([C:29]1[CH:34]=[C:33]([CH3:35])[CH:32]=[CH:31][N:30]=1)=[O:28])=[C:7]2[CH2:8][C:9]([OH:11])=[O:10] |f:1.2|. Starting materials: C(C)(C)(C)SC1=C(N(C2=CC=C(C=C12)OCC1=NC=CC=C1)CC1=CC=C(C(=O)NN)C=C1)CC(C)(C)C (4-[3-tert-Butylsulfanyl-2-(2,2-dimethyl-propyl)-5-(pyridin-2-ylmethoxy)-indol-1-ylmethyl]-benzoic acid hydrazide), C=N (methyleneamine). Reaction SMILES: [C:1]([S:5][C:6]1[C:14]2[C:9](=[CH:10][CH:11]=[C:12]([O:15][CH2:16][C:17]3[CH:22]=[CH:21][CH:20]=[CH:19][N:18]=3)[CH:13]=2)[N:8]([CH2:23][C:24]2[CH:33]=[CH:32][C:27]([C:28]([NH:30][NH2:31])=[O:29])=[CH:26][CH:25]=2)[C:7]=1[CH2:34][C:35]([CH3:38])([CH3:37])[CH3:36])([CH3:4])([CH3:3])[CH3:2].[CH2:39]=[NH:40]>CN(C=O)C>[C:1]([S:5][C:6]1[C:14]2[C:9](=[CH:10][CH:11]=[C:12]([O:15][CH2:16][C:17]3[CH:22]=[CH:21][CH:20]=[CH:19][N:18]=3)[CH:13]=2)[N:8]([CH2:23][C:24]2[CH:25]=[CH:26][C:27]([C:28]3[O:29][C:39]([NH2:40])=[N:31][N:30]=3)=[CH:32][CH:33]=2)[C:7]=1[CH2:34][C:35]([CH3:38])([CH3:37])[CH3:36])([CH3:4])([CH3:3])[CH3:2]. Run in CN(C)C=O (DMF). Procedure details: To 4-[3-tert-Butylsulfanyl-2-(2,2-dimethyl-propyl)-5-(pyridin-2-ylmethoxy)-indol-1-ylmethyl]-benzoic acid hydrazide (0.05 g, 0.10 mmol) in DMF (1 mL) was added C-Di-imidazol-1-yl)-methyleneamine (0.08 g, 0.50 mmol), and the reaction was heated at 85° C. for 3 hours. The mixture was cooled to room temperature and partitioned between water and EtOAc. The aqueous layer was extracted with EtOAc, and the combined organic layers were dried over MgSO4, filtered, and concentrated. The residue was purifi... Reaction conditions: temperature 85 celsius. The product is C(C)(C)(C)SC1=C(N(C2=CC=C(C=C12)OCC1=NC=CC=C1)CC1=CC=C(C=C1)C1=NN=C(O1)N)CC(C)(C)C (5-{4-[3-tert-Butylsulfanyl-2-(2,2-dimethyl-propyl)-5-(pyridin-2-ylmethoxy)-indol-1-ylmethyl]-phenyl}-[1,3,4]oxadiazol-2-ylamine). The reactants are C(C1=CC=CC=C1)OCC1=CC=CC=C1.[Na] (sodium benzyloxide), N([C@@H](C)C(=O)N[C@@H](C)C(=O)N[C@@H](CC)C(=O)O)C(=O)OCC1=CC=CC=C1 (Z-Ala-Ala-Abu-OH), enol ester, C(Cl)(Cl)Cl (CHCl3), benzyl oxalyl chloride, CO (MeOH). Run in C(C1=CC=CC=C1)O (benzyl alcohol), O (H2O). Product: N([C@@H](C)C(=O)N[C@@H](C)C(=O)NC(CC)C(=O)C(=O)OCC1=CC=CC=C1)C(=O)OCC1=CC=CC=C1 (Z-Ala-Ala-DL-Abu-CO2Bzl). Isolated yield 31.0%. As a reaction SMILES: [NH:1]([C:18]([O:20][CH2:21][C:22]1[CH:27]=[CH:26][CH:25]=[CH:24][CH:23]=1)=[O:19])[C@H:2]([C:4]([NH:6][C@H:7]([C:9]([NH:11][C@H:12]([C:15]([OH:17])=O)[CH2:13][CH3:14])=[O:10])[CH3:8])=[O:5])[CH3:3].[CH2:28]([O:35][CH2:36]C1C=CC=CC=1)[C:29]1[CH:34]=[CH:33][CH:32]=[CH:31][CH:30]=1.[Na].C(Cl)(Cl)Cl.C[OH:49]>C(O)C1C=CC=CC=1.O>[NH:1]([C:18]([O:20][CH2:21][C:22]1[CH:27]=[CH:26][CH:25]=[CH:24][CH:23]=1)=[O:19])[C@H:2]([C:4]([NH:6][C@H:7]([C:9]([NH:11][CH:12]([C:15]([C:36]([O:35][CH2:28][C:29]1[CH:34]=[CH:33][CH:32]=[CH:31][CH:30]=1)=[O:49])=[O:17])[CH2:13][CH3:14])=[O:10])[CH3:8])=[O:5])[CH3:3] |f:1.2,^1:42|. Procedure details: This compound was prepared from Z-Ala-Ala-Abu-OH in 31% yield by the procedure described in Example PKC1, except that benzyl oxalyl chloride was used in the Dakin-West reaction and sodium benzyloxide in benzyl alcohol was used for enol ester hydrolysis; single spot on tlc, Rf2 =0.40 (CHCl3 :MeOH=9:1); mp 124°-125° C.; MS, m/e=498 (M+ +1). Anal. Calcd. for C26H31O7N3.2/3 H2O: C, 61.28; H, 6.39; N, 8.24. Found: C, 61.14; H, 6.65; N, 7.94. Starting materials: OC1=NC(=NC=C1C(=O)NC(C)(C(=O)OC(C)(C)C)C)N1N=CC=C1 (tert-butyl N-{[4-hydroxy-2-(1H-pyrazol-1-yl)pyrimidin-5-yl]carbonyl}-2-methylalaninate), C(=O)(C(F)(F)F)O (TFA). Solvent: C(Cl)Cl (DCM). Yields the product OC1=NC(=NC=C1C(=O)NC(C)(C(=O)O)C)N1N=CC=C1 (N-{[4-hydroxy-2-(1H-pyrazol-1-yl)pyrimidin-5-yl]carbonyl}-2-methylalanine). Reaction SMILES: [OH:1][C:2]1[C:7]([C:8]([NH:10][C:11]([CH3:20])([C:13]([O:15]C(C)(C)C)=[O:14])[CH3:12])=[O:9])=[CH:6][N:5]=[C:4]([N:21]2[CH:25]=[CH:24][CH:23]=[N:22]2)[N:3]=1.C(O)(C(F)(F)F)=O>C(Cl)Cl>[OH:1][C:2]1[C:7]([C:8]([NH:10][C:11]([CH3:12])([C:13]([OH:15])=[O:14])[CH3:20])=[O:9])=[CH:6][N:5]=[C:4]([N:21]2[CH:25]=[CH:24][CH:23]=[N:22]2)[N:3]=1. Reported procedure: The product of Step A (3.0 g, 8.64 mmol) was combined with DCM (18 ml) and TFA (2.5 mL). The reaction was aged at reflux for about 5 h and then concentrated. The product was then treated with Et2O, isolated by filtration, and washed with hexane to afford the title compound. HPLC/MS: 292.0 (M+1); Rt=1.42 min. Reactants: COC(=O)C(CCSC)NC(=O)c1ccc([N+](=O)[O-])cc1-c1ccccc1C, CCOC(C)=O, [Na+], O=C([O-])O. Yields the product COC(=O)C(CCSC)NC(=O)c1ccc(N)cc1-c1ccccc1C. As a reaction SMILES: [CH3:1][O:2][C:3]([CH:4]([NH:5][C:6]([c:7]1[c:8](-[c:16]2[c:17]([CH3:22])[cH:18][cH:19][cH:20][cH:21]2)[cH:9][c:10]([N+:13]([O-:14])=[O:15])[cH:11][cH:12]1)=[O:23])[CH2:24][CH2:25][S:26][CH3:27])=[O:28].[CH3:34][CH2:35][O:36][C:37](=[O:38])[CH3:39].[Na+:33].[O-:29][C:30]([OH:31])=[O:32]>>[CH3:1][O:2][C:3]([CH:4]([NH:5][C:6]([c:7]1[c:8](-[c:16]2[c:17]([CH3:22])[cH:18][cH:19][cH:20][cH:21]2)[cH:9][c:10]([NH2:13])[cH:11][cH:12]1)=[O:23])[CH2:24][CH2:25][S:26][CH3:27])=[O:28].